Dataset: the Open Reaction Database (ORD), a public repository of structured organic reaction records. Task: describe an organic reaction: reactants, conditions, products, and yield Starting materials: N(N)C1=NC=NC(=C1[N+](=O)[O-])OC (4-hydrazino-6-methoxy-5-nitropyrimidine). Reagents/catalysts: [Ag-]=O (silver (I) oxide). Solvent: CO (methanol). Yields the product COC1=NC=NC=C1[N+](=O)[O-] (4-methoxy-5-nitropyrimidine). The yield is 89.5%. Reaction SMILES: N([C:3]1[C:8]([N+:9]([O-:11])=[O:10])=[C:7]([O:12][CH3:13])[N:6]=[CH:5][N:4]=1)N>CO.[Ag-]=O>[CH3:13][O:12][C:7]1[C:8]([N+:9]([O-:11])=[O:10])=[CH:3][N:4]=[CH:5][N:6]=1. Reported procedure: 14 g 4-hydrazino-6-methoxy-5-nitropyrimidine are dissolved in 3.6 liters of methanol and stirred for 10 hours at 40° C. with 61.9 g of freshly prepared silver (I) oxide. Then the mixture is filtered and the solution evaporated. 10.5 g 4-methoxy-5-nitropyrimidine with a melting point of 193° to 195° C. is obtained. Yields the product Cl.NC1=CC=C(C2=CC=C(C=C12)OS(=O)(=O)C)Br (1-Amino-4-bromo-7-[(methanesulfonyl)oxy]-naphthalene Hydrochloride). Solvent: C(C)(=O)OCC (ethyl acetate). Reaction SMILES: [Br:1][C:2]1[C:11]2[C:6](=[CH:7][C:8]([O:12][S:13]([CH3:16])(=[O:15])=[O:14])=[CH:9][CH:10]=2)[C:5]([NH:17]C(OC(C)(C)C)=O)=[CH:4][CH:3]=1.[ClH:25]>C(OCC)(=O)C>[ClH:25].[NH2:17][C:5]1[C:6]2[C:11](=[CH:10][CH:9]=[C:8]([O:12][S:13]([CH3:16])(=[O:15])=[O:14])[CH:7]=2)[C:2]([Br:1])=[CH:3][CH:4]=1 |f:3.4|. The reactants are BrC1=CC=C(C2=CC(=CC=C12)OS(=O)(=O)C)NC(=O)OC(C)(C)C (4-Bromo-1-(tert-butoxycarbonylamino)-7-[(methanesulfonyl)oxy]naphthalene), Cl (HCl). Reported procedure: A solution of the product from Step C (4.60 g, 11.0 mmol) in ethyl acetate (200 mL) was saturated with HCl gas. The solution was stirred for 30 hours and then concentrated in vacuo to yield the titled compound as a brown solid. Reaction conditions: time 30 hour. Reactants: C=1(C(=CC=CC1)C(=O)Cl)C1=CC=CC=C1 ([1,1′-Biphenyl]-2-carbonyl chloride), C1(=CC=CC=C1)CN1CCC(=CC1)C1=CC=C(C=C1)N (4-[1,2,3,6-tetrahydro-1-(phenylmethyl)-4-pyridinyl]benzenamine). Run in C1CCOC1 (THF), C(C)N(CC)CC (triethylamine). Conditions: time 8 hour. Yields the product C1(=CC=CC=C1)CN1CCC(=CC1)C1=CC=C(C=C1)NC(=O)C=1C(=CC=CC1)C1=CC=CC=C1 (N-[4-[1,2,3,6-tetrahydro-1-(phenylmethyl)-4-pyridinyl]phenyl]-[1,1′-biphenyl]-2-carboxamide). Isolated yield 92.5%. As a reaction SMILES: [C:1]1([C:10]2[CH:15]=[CH:14][CH:13]=[CH:12][CH:11]=2)[C:2]([C:7](Cl)=[O:8])=[CH:3][CH:4]=[CH:5][CH:6]=1.[C:16]1([CH2:22][N:23]2[CH2:28][CH:27]=[C:26]([C:29]3[CH:34]=[CH:33][C:32]([NH2:35])=[CH:31][CH:30]=3)[CH2:25][CH2:24]2)[CH:21]=[CH:20][CH:19]=[CH:18][CH:17]=1>C1COCC1.C(N(CC)CC)C>[C:16]1([CH2:22][N:23]2[CH2:24][CH:25]=[C:26]([C:29]3[CH:30]=[CH:31][C:32]([NH:35][C:7]([C:2]4[C:1]([C:10]5[CH:15]=[CH:14][CH:13]=[CH:12][CH:11]=5)=[CH:6][CH:5]=[CH:4][CH:3]=4)=[O:8])=[CH:33][CH:34]=3)[CH2:27][CH2:28]2)[CH:17]=[CH:18][CH:19]=[CH:20][CH:21]=1. Procedure: [1,1′-Biphenyl]-2-carbonyl chloride (0.05 mole) was added dropwise to a stirring mixture of 4-[1,2,3,6-tetrahydro-1-(phenylmethyl)-4-pyridinyl]benzenamine (0.045 mole) in THF (300 ml) and triethylamine (25 ml). The mixture was stirred overnight. The solvent was evaporated. The residue was dissolved in DCM. The organic layer was separated, washed, dried, filtered and the solvent was evaporated. The residue was triturated in DIPE. The precipitate was filtered off and dried, yielding 18.5 g of N-[4... Reported procedure: Batch size: 13.5 g (61.3 mmol) N-(4-hydroxybutyl)-3-pyridin-3-yl-acrylamide, 16.1 g (61.3 mmol) triphenylphosphine, 12.6 g (61.3 mmol) 5-benzyliden-thiazolidin-2,4-dione and 9.7 ml (61.3 mmol) azodicarboxylic acid diethyl ester in 250 ml THF. Product: C(C1=CC=CC=C1)=C1C(N(C(S1)=O)CCCCNC(C=CC=1C=NC=CC1)=O)=O (N-[4-(5-benzyliden-2,4-dioxothiazolidin-3-yl)-butyl]-3-pyridin-3-yl-acrylamide). RXN SMILES: O[CH2:2][CH2:3][CH2:4][CH2:5][NH:6][C:7](=[O:16])[CH:8]=[CH:9][C:10]1[CH:11]=[N:12][CH:13]=[CH:14][CH:15]=1.C1(P(C2C=CC=CC=2)C2C=CC=CC=2)C=CC=CC=1.[CH:36](=[C:43]1[S:47][C:46](=[O:48])[NH:45][C:44]1=[O:49])[C:37]1[CH:42]=[CH:41][CH:40]=[CH:39][CH:38]=1.C(OC(N=NC(OCC)=O)=O)C>C1COCC1>[CH:36](=[C:43]1[S:47][C:46](=[O:48])[N:45]([CH2:2][CH2:3][CH2:4][CH2:5][NH:6][C:7](=[O:16])[CH:8]=[CH:9][C:10]2[CH:11]=[N:12][CH:13]=[CH:14][CH:15]=2)[C:44]1=[O:49])[C:37]1[CH:38]=[CH:39][CH:40]=[CH:41][CH:42]=1. The solvent is C1CCOC1 (THF). Starting materials: OCCCCNC(C=CC=1C=NC=CC1)=O (N-(4-hydroxybutyl)-3-pyridin-3-yl-acrylamide), C(C)OC(=O)N=NC(=O)OCC (azodicarboxylic acid diethyl ester), C1(=CC=CC=C1)P(C1=CC=CC=C1)C1=CC=CC=C1 (triphenylphosphine), C(C1=CC=CC=C1)=C1C(NC(S1)=O)=O (5-benzyliden-thiazolidin-2,4-dione). The reactants are Cc1cccc(N2Cc3c(cccc3[N+](=O)[O-])C2=O)c1C, CO, [H][H]. The product is Cc1cccc(N2Cc3c(N)cccc3C2=O)c1C. RXN SMILES: [CH3:1][c:2]1[c:3]([N:9]2[C:10](=[O:21])[c:11]3[cH:12][cH:13][cH:14][c:15]([N+:18]([O-:19])=[O:20])[c:16]3[CH2:17]2)[cH:4][cH:5][cH:6][c:7]1[CH3:8].[CH3:24][OH:25].[H:22][H:23]>>[CH3:1][c:2]1[c:3]([N:9]2[C:10](=[O:21])[c:11]3[cH:12][cH:13][cH:14][c:15]([NH2:18])[c:16]3[CH2:17]2)[cH:4][cH:5][cH:6][c:7]1[CH3:8]. Reaction conditions: temperature 80 celsius, time 4 hour. Solvent: O1CCOCC1 (dioxan). Starting materials: S1C=CC2=C1CNCC2 (4,5,6,7-tetrahydro-thieno[2,3-c]pyridine), C(#N)C1=CC=C(C=C1)O (p-cyano-phenol), O(C[*:2])[*:1] (polyoxymethylene). Reaction SMILES: S1C2CN[CH2:8][CH2:9][C:4]=2C=C1.C(C1C=[CH:16][C:15]([OH:18])=[CH:14]C=1)#N>O1CCOCC1>[CH:15]([O:18][CH:9]([CH3:8])[CH3:4])([CH3:16])[CH3:14].[CH:15]([OH:18])([CH3:16])[CH3:14] |f:3.4|. Yields the product C(C)(C)OC(C)C.C(C)(C)O (isopropyl ether isopropanol). Procedure: A mixture of 4,5,6,7-tetrahydro-thieno[2,3-c]pyridine (1 g; 7.2 mmoles), p-cyano-phenol (95% purity; 0.9 g; 7.2 mmoles), polyoxymethylene (0.43 g; 14.4 mmoles) and dioxan (20 cc) is stirred at 80° C. during 4 hours. After concentration in vacuo, the residue is taken up into 2N hydrochloric acid. The aqueous phase is extracted with ether, made basic with concentrated ammonia and again extracted with methylene chloride. The organic extracts are washed with water, dried over sodium sulfate and conc... Isolated yield 23.0%. Starting materials: COCC(=O)N(c1c(C)ccc(COC(C)=O)c1C)C(C)C(=O)OC, CC(C)=O, [Na+], [OH-], O. Yields the product COCC(=O)N(c1c(C)ccc(CO)c1C)C(C)C(=O)OC. As a reaction SMILES: [CH3:1][O:2][C:3](=[O:4])[CH:5]([CH3:6])[N:7]([c:8]1[c:9]([CH3:20])[c:10]([CH2:15][O:16][C:17](=[O:18])[CH3:19])[cH:11][cH:12][c:13]1[CH3:14])[C:21]([CH2:22][O:23][CH3:24])=[O:25].[CH3:28][C:29](=[O:30])[CH3:31].[Na+:27].[OH-:26].[OH2:32]>>[CH3:1][O:2][C:3](=[O:4])[CH:5]([CH3:6])[N:7]([c:8]1[c:9]([CH3:20])[c:10]([CH2:15][OH:16])[cH:11][cH:12][c:13]1[CH3:14])[C:21]([CH2:22][O:23][CH3:24])=[O:25].